The task is: describe an organic reaction: reactants, conditions, products, and yield. This data is from the Open Reaction Database (ORD), a public repository of structured organic reaction records. Reactants: N1=CC=C(C2=CC=CC=C12)C=O (4-Quinolinecarboxaldehyde), S1C(=CC=C1)CC#N (2-thiopheneacetonitrile). Product: N1=CC=C(C2=CC=CC=C12)/C=C(\C#N)/C=1SC=CC1 ((E)-3-quinolin-4-yl-2-thiophen-2-yl-acrylonitrile). The yield is 66.8%. RXN SMILES: [N:1]1[C:10]2[C:5](=[CH:6][CH:7]=[CH:8][CH:9]=2)[C:4]([CH:11]=O)=[CH:3][CH:2]=1.[S:13]1[CH:17]=[CH:16][CH:15]=[C:14]1[CH2:18][C:19]#[N:20]>>[N:1]1[C:10]2[C:5](=[CH:6][CH:7]=[CH:8][CH:9]=2)[C:4](/[CH:11]=[C:18](/[C:14]2[S:13][CH:17]=[CH:16][CH:15]=2)\[C:19]#[N:20])=[CH:3][CH:2]=1. Procedure: 4-Quinolinecarboxaldehyde (157 mg) was condensed with 2-thiopheneacetonitrile (123 mg) through Method B (production step 3), to thereby yield the target product (yield: 175 mg, 67%).